From a dataset of the Open Reaction Database (ORD), a public repository of structured organic reaction records. describe an organic reaction: reactants, conditions, products, and yield Reactants: CC1(N(CCC1)C(=O)OC(C)(C)C)C(=O)[O-] (1-tert-butyl 2-methylpyrrolidine-1,2-dicarboxylate), CC(C)C[AlH]CC(C)C (DIBAL-H). The solvent is C1(=CC=CC=C1)C (toluene). Reaction conditions: temperature -78 celsius, time 2 hour. The product is C(=O)C1N(CCC1)C(=O)OC(C)(C)C (tert-butyl 2-formylpyrrolidine-1-carboxylate). Isolated yield 98.4%. As a reaction SMILES: C[C:2]1([C:14]([O-])=[O:15])[CH2:6][CH2:5][CH2:4][N:3]1[C:7]([O:9][C:10]([CH3:13])([CH3:12])[CH3:11])=[O:8].CC(C[AlH]CC(C)C)C>C1(C)C=CC=CC=1>[CH:14]([CH:2]1[CH2:6][CH2:5][CH2:4][N:3]1[C:7]([O:9][C:10]([CH3:13])([CH3:12])[CH3:11])=[O:8])=[O:15]. Procedure details: To a solution of 1-tert-butyl 2-methylpyrrolidine-1,2-dicarboxylate (3.5 g, 15.3 mmol) in toluene at −78° C. was added DIBAL-H (17.6 mL, 30 mmol, 1.7 M) dropwise while maintaining the reaction temperature below −65° C. The reaction was stirred at −78° C. for 2 h and then quenched with methanol (10 mL). The mixture was then diluted with ethyl acetate (50 mL), saturated NH4Cl was added, and the mixture was stirred vigorously for 20 min at room temperature. The two phases were then separated and th... Starting materials: C1(=CC=CC=C1)OS(=O)(=O)CCN1C(N(C2=C1C=CC=C2)CC=2C1=C(SC2)C=CC=C1C)=O (2-[3-(4-Methyl-benzo[b]thiophen-3-ylmethyl)-2-oxo-2,3-dihydro-benzimidazol-1-yl]-ethanesulfonic acid phenyl ester), Cl (HCl), O (water), [OH-].[Na+] (NaOH). The solvent is CO (MeOH), C(Cl)Cl (CH2Cl2), C(C)O (ethanol), C1CCOC1 (THF). Run at temperature 80 celsius. Product: CC1=CC=CC=2SC=C(C21)CN2C(N(C1=C2C=CC=C1)CCS(=O)(=O)O)=O (2-[3-(4-Methyl-benzo[b]thiophen-3-ylmethyl)-2-oxo-2,3-dihydro-benzimidazol-1-yl]-ethanesulfonic acid). Isolated yield 57.3%. Reaction SMILES: C1([O:7][S:8]([CH2:11][CH2:12][N:13]2[C:17]3[CH:18]=[CH:19][CH:20]=[CH:21][C:16]=3[N:15]([CH2:22][C:23]3[C:24]4[C:31]([CH3:32])=[CH:30][CH:29]=[CH:28][C:25]=4[S:26][CH:27]=3)[C:14]2=[O:33])(=[O:10])=[O:9])C=CC=CC=1.[OH-].[Na+].Cl.O>C(O)C.C1COCC1.CO.C(Cl)Cl>[CH3:32][C:31]1[C:24]2[C:23]([CH2:22][N:15]3[C:16]4[CH:21]=[CH:20][CH:19]=[CH:18][C:17]=4[N:13]([CH2:12][CH2:11][S:8]([OH:10])(=[O:9])=[O:7])[C:14]3=[O:33])=[CH:27][S:26][C:25]=2[CH:28]=[CH:29][CH:30]=1 |f:1.2|. Procedure details: 2-[3-(4-Methyl-benzo[b]thiophen-3-ylmethyl)-2-oxo-2,3-dihydro-benzimidazol-1-yl]-ethanesulfonic acid phenyl ester (25 mg, 0.052 mmol) is dissolved in ethanol (1.0 mL) and THF (1.0 mL), 2.0N NaOH solution (1.0 mL) is added into it and the mixture is warmed up to 80° C. for 3 hr. Then 1.0 M HCl solution (5.0 mL) is added along with water (15 mL). The mixture is extracted with EtOAc (3×35 mL) and the organic layers are combined, dried (MgSO4) and concentrated to give crude product. The crude is the... Reactants: Br (hydrobromic acid), C(C)(=O)OC(C)=O (acetic anhydride), COC=1C=C(C(=O)C2=CC=C(C=C2)OC)C=CC1C (3,4'-dimethoxy-4-methyl-benzophenone), product. Solvent: C(C)(=O)O (acetic acid). Yields the product OC=1C=C(C(=O)C2=CC=C(C=C2)O)C=CC1C (3,4'-dihydroxy-4-methylbenzophenone). Yield: 77.8%. As a reaction SMILES: C[O:2][C:3]1[CH:4]=[C:5]([CH:16]=[CH:17][C:18]=1[CH3:19])[C:6]([C:8]1[CH:13]=[CH:12][C:11]([O:14]C)=[CH:10][CH:9]=1)=[O:7].Br.C(OC(=O)C)(=O)C>C(O)(=O)C>[OH:2][C:3]1[CH:4]=[C:5]([CH:16]=[CH:17][C:18]=1[CH3:19])[C:6]([C:8]1[CH:9]=[CH:10][C:11]([OH:14])=[CH:12][CH:13]=1)=[O:7]. Procedure: Demethylation of 114 g 3,4'-dimethoxy-4-methyl-benzophenone (0.445 mole) was effected by refluxing 15 hr. with a previously prepared mixture of 313.5 ml of 48% aqueous hydrobromic acid, 148 ml of acetic anhydride, and 148 ml of acetic acid. The isolated product melted at 173°-174° C. Recrystallization from ethanol/water yielded 79 g (0.346 mole) of 3,4'-dihydroxy-4-methylbenzophenone melting at 174°-175° C. The reactants are O=S(Cl)Cl (SOCl2), CSC1=C(CCl)C=CC=C1 (2-(methylthio)benzyl chloride), C(CC(=O)OCC)(=O)OCC (diethyl malonate), CSC1=C(CCl)C=CC=C1 (2-(methylthio)benzyl chloride). Product: CSC1=C(CC(C(=O)OCC)C(=O)OCC)C=CC=C1 (diethyl 2-(methylthio)benzyl-malonate). RXN SMILES: O=S(Cl)Cl.[CH3:5][S:6][C:7]1[CH:14]=[CH:13][CH:12]=[CH:11][C:8]=1[CH2:9]Cl.[C:15]([O:23][CH2:24][CH3:25])(=[O:22])[CH2:16][C:17]([O:19][CH2:20][CH3:21])=[O:18]>>[CH3:5][S:6][C:7]1[CH:14]=[CH:13][CH:12]=[CH:11][C:8]=1[CH2:9][CH:16]([C:17]([O:19][CH2:20][CH3:21])=[O:18])[C:15]([O:23][CH2:24][CH3:25])=[O:22]. Reported procedure: By reacting thiosalicylic acid with dimethyl sulfate in the presence of tetrabutylammonium bromide, there was obtained methyl 2-(methylthio)benzoate, melting point 64° C. Reduction with lithium aluminum hydride in dry tetrahydrofuran yielded 2-(methylthio)benzyl alcohol which was converted by reaction with SOCl2 into 2-(methylthio)benzyl chloride, boiling point 90° C./0.3 Torr. Reaction of diethyl malonate with 2-(methylthio)benzyl chloride yielded diethyl 2-(methylthio)benzyl-malonate, boiling ... Starting materials: C(C)(=O)NC=1C=C2C=C(NC2=CC1)C(=O)N1CC(C=2C3=C(C(=CC12)[N+](=O)[O-])C=CC=C3)CCl (3-[[5-(acetylamino)indol-2-yl]carbonyl]-1-(chloromethyl)-5-nitro-1,2-dihydro-3H-benz[e]indole). Reagents/catalysts: O=[Pt]=O (PtO2). The solvent is C1CCOC1 (THF). The product is C(C)(=O)NC=1C=C2C=C(NC2=CC1)C(=O)N1CC(C=2C3=C(C(=CC12)N)C=CC=C3)CCl (3-[[5-(acetylamino)indol-2-yl]carbonyl]-5-amino-1-(chloromethyl)-1,2-dihydro-3H-benz[e]indole). Isolated yield 88.0%. As a reaction SMILES: [C:1]([NH:4][C:5]1[CH:6]=[C:7]2[C:11](=[CH:12][CH:13]=1)[NH:10][C:9]([C:14]([N:16]1[C:24]3[CH:23]=[C:22]([N+:25]([O-])=O)[C:21]4[CH:28]=[CH:29][CH:30]=[CH:31][C:20]=4[C:19]=3[CH:18]([CH2:32][Cl:33])[CH2:17]1)=[O:15])=[CH:8]2)(=[O:3])[CH3:2]>C1COCC1.O=[Pt]=O>[C:1]([NH:4][C:5]1[CH:6]=[C:7]2[C:11](=[CH:12][CH:13]=1)[NH:10][C:9]([C:14]([N:16]1[C:24]3[CH:23]=[C:22]([NH2:25])[C:21]4[CH:28]=[CH:29][CH:30]=[CH:31][C:20]=4[C:19]=3[CH:18]([CH2:32][Cl:33])[CH2:17]1)=[O:15])=[CH:8]2)(=[O:3])[CH3:2]. Reported procedure: A solution of 14c (170 mg, 0.37 mmol) in THF (60 mL) was hydrogenated over PtO2 at 50 psi for 2 h. After removal of the catalyst, the solution was concentrated to a small volume under reduced pressure below 25° C. and diluted with EtOAc/iPr2O to give 15c (141 mg, 89%). mp >300° C. 1H NMR [(CD3)2SO] δ 11.61 (d, J=1.4 Hz, 1 H, indole NH), 9.84 (s, 1 H, NHCO), 8.08 (d, J=8.5 Hz, 1 H, H-6), 8.05 (d, J=1.4 Hz, 1 H, H-4'), 7.76 (d, J=8.2 Hz, 1 H, H-9), 7.71 (s, 1 H, H-4), 7.46 (t, J=7.5 Hz, 1 H, H-8),... Starting materials: CC#N, CC(=O)O, COc1ccc(CC(C)(C)O)cc1O, O=S(=O)(O)O. The product is COc1cc2c(cc1O)CC(C)(C)N=C2C. Reaction SMILES: [CH3:15][C:16]#[N:17].[CH3:23][C:24](=[O:25])[OH:26].[OH:1][C:2]([CH2:3][c:4]1[cH:5][cH:6][c:7]([O:11][CH3:12])[c:8]([OH:10])[cH:9]1)([CH3:13])[CH3:14].[S:18](=[O:19])(=[O:20])([OH:21])[OH:22]>>[C:2]1([CH3:13])([CH3:14])[CH2:3][c:4]2[c:5]([cH:6][c:7]([O:11][CH3:12])[c:8]([OH:10])[cH:9]2)[C:16]([CH3:15])=[N:17]1.